describe an organic reaction: reactants, conditions, products, and yield From a dataset of the Open Reaction Database (ORD), a public repository of structured organic reaction records. Reactants: C(CCC)OC(CO)C (2-butoxypropanol), C1(=CC=C(C=C1)S(=O)(=O)Cl)C (p-toluenesulfonic acid chloride), Cl (HCl). Run in N1=CC=CC=C1 (pyridine). Reaction conditions: time 16 hour. The product is C(CCC)OC(COS(=O)(=O)C1=CC=C(C=C1)C)C ((2'-butoxypropyl)p-toluene sulfonate). RXN SMILES: [CH2:1]([O:5][CH:6]([CH3:9])[CH2:7][OH:8])[CH2:2][CH2:3][CH3:4].[C:10]1([CH3:20])[CH:15]=[CH:14][C:13]([S:16](Cl)(=[O:18])=[O:17])=[CH:12][CH:11]=1.Cl>N1C=CC=CC=1>[CH2:1]([O:5][CH:6]([CH3:9])[CH2:7][O:8][S:16]([C:13]1[CH:14]=[CH:15][C:10]([CH3:20])=[CH:11][CH:12]=1)(=[O:18])=[O:17])[CH2:2][CH2:3][CH3:4]. Reported procedure: 40 g of dry pyridine and 15.3 g of 2-butoxypropanol were added into a four-necked flask and ice-cooled under stirring, and 35 g of p-toluenesulfonic acid chloride was added little by little to carry out the reaction for 2 hours. Then, the reaction mixture was returned to room temperature and the reaction was further carried out for 16 hours. The reaction product was added into ice-cooled 6% HCl aq. and the mixture was stirred. The mixture was then extracted with benzene and dried over anhydrous ... Reactants: BrC=1SC=C(N1)C(=O)N (2-bromothiazole-4-carboxylic acid amide), C23H21FN4O3S, C(C)(C)(C)C=1C=C2C=NN(C(C2=C(C1)F)=O)C1=C(COC(C)=O)C(=CC=C1)B1OC(C(O1)(C)C)(C)C (acetic acid 2-(6-tert-butyl-8-fluoro-1-oxo-1H-phthalazin-2-yl)-6-(4,4,5,5-tetramethyl-[1,3,2]dioxaborolan-2-yl)-benzyl ester), C(C)(C)(C)C=1C=C2C=NN(C(C2=C(C1)F)=O)C1=C(COC(C)=O)C(=CC=C1)B1OC(C(O1)(C)C)(C)C (acetic acid 2-(6-tert-butyl-8-fluoro-1-oxo-1H-phthalazin-2-yl)-6-(4,4,5,5-tetramethyl-[1,3,2]dioxaborolan-2-yl)-benzyl ester). Yields the product C(C)(C)(C)C=1C=C2C=NN(C(C2=C(C1)F)=O)C=1C(=C(C=CC1)C=1SC=C(N1)C(=O)N)CO (2-[3-(6-tert-Butyl-8-fluoro-1-oxo-1H-phthalazin-2-yl)-2-hydroxymethyl-phenyl]thiazole-4-carboxylic acid amide). Procedure: This compound was prepared with the same method as described in Example 1 by using 2-bromothiazole-4-carboxylic acid amide (intermediate-2) and acetic acid 2-(6-tert-butyl-8-fluoro-1-oxo-1H-phthalazin-2-yl)-6-(4,4,5,5-tetramethyl-[1,3,2]dioxaborolan-2-yl)-benzyl ester (intermediate 5). The desired compound was prepared in two steps (10% yield). 1H NMR (300 MHz, DMSO-d6) δ 8.59 (d, J=2.4 Hz, 1H), 8.46 (s, 1H), 7.94 (d, J=1.8 Hz, 1H), 7.88-7.79 (m, 2H), 7.66-7.63 (m, 2H), 4.61-4.52 (m, 2H), 1.46 (... RXN SMILES: Br[C:2]1[S:3][CH:4]=[C:5]([C:7]([NH2:9])=[O:8])[N:6]=1.[C:10]([C:14]1[CH:15]=[C:16]2[C:21](=[C:22]([F:24])[CH:23]=1)[C:20](=[O:25])[N:19]([C:26]1[CH:36]=[CH:35][CH:34]=[C:33](B3OC(C)(C)C(C)(C)O3)[C:27]=1[CH2:28][O:29]C(=O)C)[N:18]=[CH:17]2)([CH3:13])([CH3:12])[CH3:11]>>[C:10]([C:14]1[CH:15]=[C:16]2[C:21](=[C:22]([F:24])[CH:23]=1)[C:20](=[O:25])[N:19]([C:26]1[C:27]([CH2:28][OH:29])=[C:33]([C:2]3[S:3][CH:4]=[C:5]([C:7]([NH2:9])=[O:8])[N:6]=3)[CH:34]=[CH:35][CH:36]=1)[N:18]=[CH:17]2)([CH3:13])([CH3:11])[CH3:12]. The yield is 10.0%. The reactants are O=C([O-])[O-], CCOC(C)=O, Cn1c(-c2ccc(OC3CCN(C4CCC4)CC3)cc2)nc2c(=O)[nH]ccc2c1=O, [K+], [K+], Cc1ccc(S(=O)(=O)OCCF)cc1, CN(C)C=O. Yields the product Cn1c(-c2ccc(OC3CCN(C4CCC4)CC3)cc2)nc2c(=O)n(CCF)ccc2c1=O. As a reaction SMILES: [C:31](=[O:32])([O-:33])[O-:34].[CH3:56][CH2:57][O:58][C:59](=[O:60])[CH3:61].[CH:1]1([N:5]2[CH2:6][CH2:7][CH:8]([O:11][c:12]3[cH:13][cH:14][c:15](-[c:18]4[n:19]([CH3:30])[c:20](=[O:29])[c:21]5[c:22]([n:23]4)[c:24](=[O:28])[nH:25][cH:26][cH:27]5)[cH:16][cH:17]3)[CH2:9][CH2:10]2)[CH2:2][CH2:3][CH2:4]1.[K+:35].[K+:36].[O:37]([S:38]([c:39]1[cH:40][cH:41][c:42]([CH3:43])[cH:44][cH:45]1)(=[O:46])=[O:47])[CH2:48][CH2:49][F:50].[O:51]=[CH:52][N:53]([CH3:54])[CH3:55]>>[CH:1]1([N:5]2[CH2:6][CH2:7][CH:8]([O:11][c:12]3[cH:13][cH:14][c:15](-[c:18]4[n:19]([CH3:30])[c:20](=[O:29])[c:21]5[c:22]([n:23]4)[c:24](=[O:28])[n:25]([CH2:48][CH2:49][F:50])[cH:26][cH:27]5)[cH:16][cH:17]3)[CH2:9][CH2:10]2)[CH2:2][CH2:3][CH2:4]1. The reactants are BrC=1C=C(C=O)C=CC1 (3-bromobenzaldehyde), C1(CC(CCC1)=O)=O (cyclohexane-1,3-dione), C(C)OC(CC(N)=N)=O (amidinoacetic acid ethyl ester). Solvent: C(C)O (ethanol), C(C)O (ethanol). The product is C(C)OC(=O)C1=C(NC=2CCCC(C2C1C1=CC(=CC=C1)Br)=O)N (2-amino-4-(3-bromophenyl)-1,4,5,6,7,8-hexahydro-5-oxoquinoline-3-carboxylic acid ethyl ester). Yield: 44.0%. Reaction SMILES: [Br:1][C:2]1[CH:3]=[C:4]([CH:7]=[CH:8][CH:9]=1)[CH:5]=O.[C:10]1(=[O:17])[CH2:15][CH2:14][CH2:13][C:12](=O)[CH2:11]1.[CH2:18]([O:20][C:21](=[O:26])[CH2:22][C:23](=[NH:25])[NH2:24])[CH3:19]>C(O)C>[CH2:18]([O:20][C:21]([C:22]1[CH:5]([C:4]2[CH:7]=[CH:8][CH:9]=[C:2]([Br:1])[CH:3]=2)[C:11]2[C:10](=[O:17])[CH2:15][CH2:14][CH2:13][C:12]=2[NH:24][C:23]=1[NH2:25])=[O:26])[CH3:19]. Procedure details: Upon heating a solution of 9.3 g of 3-bromobenzaldehyde, 5.6 g of cyclohexane-1,3-dione and 6.5 g of amidinoacetic acid ethyl ester in 100 ml of ethanol for 8 hours, 2-amino-4-(3-bromophenyl)-1,4,5,6,7,8-hexahydro-5-oxoquinoline-3-carboxylic acid ethyl ester of melting point 255°C (ethanol) is obtained. Starting materials: C=1(C(=CC=CC1)N)N (1,2-benzenediamine), C(#N)C=1C=C(C(=O)Cl)C=CC1 (3-cyanobenzoyl chloride). Solvent: C(C)N(CC)CC (triethylamine). The product is C(#N)C=1C=C(C(=O)NC=2C(=CC=CC2)NC(C2=CC(=CC=C2)C#N)=O)C=CC1 (N1,N2-bis(3-cyanobenzoyl)-1,2-benzenediamine), solid. The yield is 18.0%. As a reaction SMILES: [C:1]1([NH2:8])[C:2]([NH2:7])=[CH:3][CH:4]=[CH:5][CH:6]=1.[C:9]([C:11]1[CH:12]=[C:13]([CH:17]=[CH:18][CH:19]=1)[C:14](Cl)=[O:15])#[N:10]>C(N(CC)CC)C>[C:9]([C:11]1[CH:12]=[C:13]([CH:17]=[CH:18][CH:19]=1)[C:14]([NH:7][C:2]1[C:1]([NH:8][C:14](=[O:15])[C:13]2[CH:17]=[CH:18][CH:19]=[C:11]([C:9]#[N:10])[CH:12]=2)=[CH:6][CH:5]=[CH:4][CH:3]=1)=[O:15])#[N:10]. Procedure: Using a procedure similar to Example 1D, except starting with 1,2-benzenediamine and 3-cyanobenzoyl chloride with triethylamine as base, the title compound was obtained as an off-white solid (18%); IR(KBr): 3362, 2238, 1656, 1552 cm−1; NMR(300 MHz, DMSO-d6): 7.33 (m,2H); 7.64 (m, 2H); 7.73 (t, 2H, J=9.5 Hz); 8.05 (d, 2H, J=9.3 Hz); 8.24 (d, 2H, J=9.9 Hz); 8.35 (s, 2H); 10.18 (br s, 2H); MS(FD): 366.1. Starting materials: C1(CCCCC1)C1=NN(C(=C1)N)C (3-cyclohexyl-1-methyl-5-pyrazolamine), COCCOC(C(C(=O)C)=CC1=C(C=CC=C1)[N+](=O)[O-])=O (2-methoxyethyl-2-(2-nitrobenzyliden)acetoacetate). The product is COCCOC(=O)C=1C(C2=C(NC1C)N(N=C2C2CCCCC2)C)C2=C(C=CC=C2)[N+](=O)[O-] (3-Cyclohexyl-4,7-dihydro-1,6-dimethyl-4-(2-nitrophenyl)-1H-pyrazolo[3,4-b]pyridin-5-carboxylic acid 2-methoxyethyl ester). Reaction SMILES: [CH:1]1([C:7]2[CH:11]=[C:10]([NH2:12])[N:9]([CH3:13])[N:8]=2)[CH2:6][CH2:5][CH2:4][CH2:3][CH2:2]1.[CH3:14][O:15][CH2:16][CH2:17][O:18][C:19](=[O:34])[C:20](=[CH:24][C:25]1[CH:30]=[CH:29][CH:28]=[CH:27][C:26]=1[N+:31]([O-:33])=[O:32])[C:21]([CH3:23])=O>>[CH3:14][O:15][CH2:16][CH2:17][O:18][C:19]([C:20]1[CH:24]([C:25]2[CH:30]=[CH:29][CH:28]=[CH:27][C:26]=2[N+:31]([O-:33])=[O:32])[C:11]2[C:7]([CH:1]3[CH2:2][CH2:3][CH2:4][CH2:5][CH2:6]3)=[N:8][N:9]([CH3:13])[C:10]=2[NH:12][C:21]=1[CH3:23])=[O:34]. Reported procedure: Starting from 3-cyclohexyl-1-methyl-5-pyrazolamine and 2-methoxyethyl-2-(2-nitrobenzyliden)acetoacetate in about equimolar proportions. The reactants are C(C1=CC=CC=C1)OC(=O)N1[C@@H](C=CC1)C(=O)OCC1=CC=CC=C1 ((S)-2,5-dihydro-pyrrole-1,2-dicarboxylic acid dibenzyl ester), C1=CC(=CC(=C1)Cl)C(=O)OO (mCPBA), S(C=1C(=CC(=C(C1)C(C)(C)C)O)C)C=1C(=CC(=C(C1)C(C)(C)C)O)C (4,4′-thiobis(6-tert-butyl-m-cresol)), C(C1=CC=CC=C1)OC(=O)N1[C@@H](C=CC1)C(=O)OCC1=CC=CC=C1 ((S)-2,5-dihydro-pyrrole-1,2-dicarboxylic acid dibenzyl ester). The solvent is ClCCCl (DCE). Reaction conditions: temperature 90 celsius. Yields the product C(C1=CC=CC=C1)OC(=O)[C@@H]1[C@@H]2O[C@H]2CN1C(=O)OCC1=CC=CC=C1 ((1S,2S,5S)-6-oxa-3-aza-bicyclo[3.1.0]hexane-2,3-dicarboxylic acid dibenzyl ester). RXN SMILES: [CH2:1]([O:8][C:9]([N:11]1[CH2:15][CH:14]=[CH:13][C@H:12]1[C:16]([O:18][CH2:19][C:20]1[CH:25]=[CH:24][CH:23]=[CH:22][CH:21]=1)=[O:17])=[O:10])[C:2]1[CH:7]=[CH:6][CH:5]=[CH:4][CH:3]=1.C1C=C(Cl)C=C(C(OO)=[O:34])C=1.S(C1C(C)=CC(O)=C(C(C)(C)C)C=1)C1C(C)=CC(O)=C(C(C)(C)C)C=1>ClCCCl>[CH2:19]([O:18][C:16]([C@H:12]1[N:11]([C:9]([O:8][CH2:1][C:2]2[CH:3]=[CH:4][CH:5]=[CH:6][CH:7]=2)=[O:10])[CH2:15][C@H:14]2[C@H:13]1[O:34]2)=[O:17])[C:20]1[CH:25]=[CH:24][CH:23]=[CH:22][CH:21]=1. Reported procedure: Were prepared according to the procedure described in Tetrahedron, 1998, 54, 981-986 from (S)-2,5-dihydro-pyrrole-1,2-dicarboxylic acid dibenzyl ester. To a solution of (S)-2,5-dihydro-pyrrole-1,2-dicarboxylic acid dibenzyl ester (7.5 g, 22.23 mmol) in DCE (80 mL) were added mCPBA (7.67 g, 44.5 mmol) and 4,4′-thiobis(6-tert-butyl-m-cresol) (0.797 g, 2.22 mmol). The reaction mixture was then heated to 90° C. overnight. Then was concentrated. The crude residue was diluted in CH2Cl2 (200 mL) and wa...